This data is from the Open Reaction Database (ORD), a public repository of structured organic reaction records. The task is: describe an organic reaction: reactants, conditions, products, and yield Starting materials: COc1ccc(C(=O)Nc2c(Cl)cncc2Cl)c2c1OCC2CC(=O)O, Nc1c(Cl)cncc1Cl. Product: COc1ccc(C(=O)Nc2c(Cl)cncc2Cl)c2c1OCC2CC(=O)Nc1c(Cl)cncc1Cl. As a reaction SMILES: [C:1](=[O:2])([OH:3])[CH2:4][CH:5]1[CH2:6][O:7][c:8]2[c:9]1[c:10]([C:16](=[O:17])[NH:18][c:19]1[c:20]([Cl:26])[cH:21][n:22][cH:23][c:24]1[Cl:25])[cH:11][cH:12][c:13]2[O:14][CH3:15].[NH2:27][c:28]1[c:29]([Cl:35])[cH:30][n:31][cH:32][c:33]1[Cl:34]>>[C:1](=[O:3])([CH2:4][CH:5]1[CH2:6][O:7][c:8]2[c:9]1[c:10]([C:16](=[O:17])[NH:18][c:19]1[c:20]([Cl:26])[cH:21][n:22][cH:23][c:24]1[Cl:25])[cH:11][cH:12][c:13]2[O:14][CH3:15])[NH:27][c:28]1[c:29]([Cl:35])[cH:30][n:31][cH:32][c:33]1[Cl:34]. Reactants: C[C@]12CC[C@@]3([C@@H]([C@H]2CC[C@@H]2[C@]4(CC=C(C([C@@H]4CC[C@@]12C)(C)C)C1=CC=C(C(=O)OCC[Si](C)(C)C)C=C1)C)[C@@H](CC3)C(=C)C)C(NCCC(OCC[Si](C)(C)C)=O)=O (2-(trimethylsilyl)ethyl 4-((1R,3aS,5aR,5bR,7aR,11aS,11bR,13aR,13bR)-5a,5b,8,8,11a-pentamethyl-3a-(3-oxo-3-(2-(trimethylsilyl)ethoxy)propylcarbamoyl)-1-(prop-1-en-2-yl)-2,3,3a,4,5,5a,5b,6,7,7a,8,11,11a,11b,12,13,13a,13b-octadecahydro-1H-cyclopenta[a]chrysen-9-yl)benzoate), [H][H] (hydrogen). The reagents and catalysts are [Pd] (palladium). Solvent: C(C)(=O)OCC (ethyl acetate), CO (methanol). Run at time 3 hour. Yields the product C(C)(C)[C@@H]1CC[C@]2([C@H]1[C@H]1CC[C@@H]3[C@]4(CC[C@@H](C([C@@H]4CC[C@]3([C@@]1(CC2)C)C)(C)C)C2=CC=C(C(=O)OCC[Si](C)(C)C)C=C2)C)C(NCCC(OCC[Si](C)(C)C)=O)=O (2-(trimethylsilyl)ethyl 4-((1S,3aS,5aR,5bR,7aS,9S,11aS,11bR,13aR,13bR)-1-isopropyl-5a,5b,8,8,11a-pentamethyl-3a-(3-oxo-3-(2-(trimethylsilyl)ethoxy)propylcarbamoyl)icosahydro-1H-cyclopenta[a]chrysen-9-yl)benzoate). As a reaction SMILES: [CH3:1][C@:2]12[C@@:19]3([CH3:20])[C@@H:10]([C@:11]4([CH3:38])[C@@H:16]([CH2:17][CH2:18]3)[C:15]([CH3:22])([CH3:21])[C:14]([C:23]3[CH:37]=[CH:36][C:26]([C:27]([O:29][CH2:30][CH2:31][Si:32]([CH3:35])([CH3:34])[CH3:33])=[O:28])=[CH:25][CH:24]=3)=[CH:13][CH2:12]4)[CH2:9][CH2:8][C@@H:7]1[C@H:6]1[C@H:39]([C:42]([CH3:44])=[CH2:43])[CH2:40][CH2:41][C@:5]1([C:45](=[O:58])[NH:46][CH2:47][CH2:48][C:49](=[O:57])[O:50][CH2:51][CH2:52][Si:53]([CH3:56])([CH3:55])[CH3:54])[CH2:4][CH2:3]2.[H][H]>C(OCC)(=O)C.CO.[Pd]>[CH:42]([C@H:39]1[C@@H:6]2[C@@H:7]3[C@@:2]([CH3:1])([CH2:3][CH2:4][C@@:5]2([C:45](=[O:58])[NH:46][CH2:47][CH2:48][C:49](=[O:57])[O:50][CH2:51][CH2:52][Si:53]([CH3:54])([CH3:55])[CH3:56])[CH2:41][CH2:40]1)[C@@:19]1([CH3:20])[C@@H:10]([C@:11]2([CH3:38])[C@@H:16]([CH2:17][CH2:18]1)[C:15]([CH3:21])([CH3:22])[C@@H:14]([C:23]1[CH:37]=[CH:36][C:26]([C:27]([O:29][CH2:30][CH2:31][Si:32]([CH3:33])([CH3:34])[CH3:35])=[O:28])=[CH:25][CH:24]=1)[CH2:13][CH2:12]2)[CH2:9][CH2:8]3)([CH3:44])[CH3:43]. Procedure: 2-(trimethylsilyl)ethyl 4-((1R,3aS,5aR,5bR,7aR,11aS,11bR,13aR,13bR)-5a,5b,8,8,11a-pentamethyl-3a-(3-oxo-3-(2-(trimethylsilyl)ethoxy)propylcarbamoyl)-1-(prop-1-en-2-yl)-2,3,3a,4,5,5a,5b,6,7,7a,8,11,11a,11b,12,13,13a,13b-octadecahydro-1H-cyclopenta[a]chrysen-9-yl)benzoate (15 mg, 0.018 mmol) was dissolved in a mixture of ethyl acetate and methanol (2 ml, 1:1) and treated with palladium (10% in carbon, 1 mg, 9.40 mmol) and a balloon with hydrogen. The mixture was stirred at rt for 3 h. The solvent ... Reactants: CC(=O)OCC1=C(N2[C@@H]([C@@H](C2=O)N)SC1)C(=O)O (7-amino-cephalosporanic acid), C(C)(=O)O (acetic acid), C1(CCCCC1)N=C=NC1CCCCC1 (dicyclohexylcarbodiimide), C(C1=CC=CC=C1)(C1=CC=CC=C1)(C1=CC=CC=C1)NC=1SC=C(N1)C(C(=O)O)=NOC (2-(2-tritylamino-4-thiazolyl)-2-methoxyiminoacetic acid). Solvent: C(Cl)Cl (methylene chloride), C(C)N(CC)CC (triethylamine), C(C)(=O)OCC (ethyl acetate), C(Cl)Cl (methylene chloride). Product: C(C)(=O)OCC=1CS[C@H]2N(C1C(=O)O)C(C2NC(C(=NOC)C=2N=C(SC2)NC(C2=CC=CC=C2)(C2=CC=CC=C2)C2=CC=CC=C2)=O)=O (3-acetoxymethyl-7-[2-(2-tritylamino-4-thiazolyl)-2-methoxyiminoacetamido]-ceph-3-eme-4-carboxylic acid). Reaction SMILES: C1(N=C=NC2CCCCC2)CCCCC1.[C:16]([NH:35][C:36]1[S:37][CH:38]=[C:39]([C:41](=[N:45][O:46][CH3:47])[C:42]([OH:44])=O)[N:40]=1)([C:29]1[CH:34]=[CH:33][CH:32]=[CH:31][CH:30]=1)([C:23]1[CH:28]=[CH:27][CH:26]=[CH:25][CH:24]=1)[C:17]1[CH:22]=[CH:21][CH:20]=[CH:19][CH:18]=1.[CH3:48][C:49]([O:51][CH2:52][C:53]1[CH2:62][S:61][C@@H:56]2[C@H:57]([NH2:60])[C:58](=[O:59])[N:55]2[C:54]=1[C:63]([OH:65])=[O:64])=[O:50].C(O)(=O)C>C(Cl)Cl.C(N(CC)CC)C.C(OCC)(=O)C>[C:49]([O:51][CH2:52][C:53]1[CH2:62][S:61][C@@H:56]2[CH:57]([NH:60][C:42](=[O:44])[C:41]([C:39]3[N:40]=[C:36]([NH:35][C:16]([C:23]4[CH:28]=[CH:27][CH:26]=[CH:25][CH:24]=4)([C:29]4[CH:30]=[CH:31][CH:32]=[CH:33][CH:34]=4)[C:17]4[CH:22]=[CH:21][CH:20]=[CH:19][CH:18]=4)[S:37][CH:38]=3)=[N:45][O:46][CH3:47])[C:58](=[O:59])[N:55]2[C:54]=1[C:63]([OH:65])=[O:64])(=[O:50])[CH3:48]. Procedure: 0.78 g of dicyclohexylcarbodiimide was added to a solution of the dry acid of Step C in 30 ml of dry methylene chloride and the mixture was stirred for an hour at room temperature and ws then vacuum filtered to remove dicyclohexyl urea formed. The filtrate was cooled to -10° C. and a solution of 1.01 g of 7-amino-cephalosporanic acid in 13 ml of methylene chloride and 0.9 ml of triethylamine was added. The temperature returned to room temperature and 1 ml of acetic acid was added thereto. The mi...